From a dataset of the Open Reaction Database (ORD), a public repository of structured organic reaction records. describe an organic reaction: reactants, conditions, products, and yield Reactants: CN(C)c1ccncc1, O=S(=O)(Cl)c1ccc(Cl)c(C(F)(F)F)c1, Nc1cc(Cl)cnc1C(=O)c1ccccc1, c1ccncc1. Product: O=C(c1ccccc1)c1ncc(Cl)cc1NS(=O)(=O)c1ccc(Cl)c(C(F)(F)F)c1. RXN SMILES: [CH3:32][N:33]([c:34]1[cH:35][cH:36][n:37][cH:38][cH:39]1)[CH3:40].[Cl:17][c:18]1[c:19]([C:28]([F:29])([F:30])[F:31])[cH:20][c:21]([S:24](=[O:25])(=[O:26])[Cl:27])[cH:22][cH:23]1.[NH2:1][c:2]1[c:3]([C:9](=[O:10])[c:11]2[cH:12][cH:13][cH:14][cH:15][cH:16]2)[n:4][cH:5][c:6]([Cl:8])[cH:7]1.[cH:41]1[cH:42][cH:43][n:44][cH:45][cH:46]1>>[NH:1]([c:2]1[c:3]([C:9](=[O:10])[c:11]2[cH:12][cH:13][cH:14][cH:15][cH:16]2)[n:4][cH:5][c:6]([Cl:8])[cH:7]1)[S:24]([c:21]1[cH:20][c:19]([C:28]([F:29])([F:30])[F:31])[c:18]([Cl:17])[cH:23][cH:22]1)(=[O:25])=[O:26].